describe an organic reaction: reactants, conditions, products, and yield From a dataset of the Open Reaction Database (ORD), a public repository of structured organic reaction records. Starting materials: CC(C)C[Al+]CC(C)C, COC(=O)c1cc(OCc2nc(-c3ccccc3)oc2C)no1, Cl, [H-], C1CCOC1. Product: Cc1oc(-c2ccccc2)nc1COc1cc(CO)on1. RXN SMILES: [CH2:25]([Al+:26][CH2:27][CH:28]([CH3:29])[CH3:30])[CH:31]([CH3:32])[CH3:33].[CH3:1][c:2]1[c:3]([CH2:13][O:14][c:15]2[n:16][o:17][c:18]([C:20](=[O:21])[O:22][CH3:23])[cH:19]2)[n:4][c:5](-[c:7]2[cH:8][cH:9][cH:10][cH:11][cH:12]2)[o:6]1.[ClH:34].[H-:24].[O:35]1[CH2:36][CH2:37][CH2:38][CH2:39]1>>[CH3:1][c:2]1[c:3]([CH2:13][O:14][c:15]2[n:16][o:17][c:18]([CH2:20][OH:21])[cH:19]2)[n:4][c:5](-[c:7]2[cH:8][cH:9][cH:10][cH:11][cH:12]2)[o:6]1. The reactants are [Na] (sodium), CC1(N=C(CC(N1)(C)C)C)C (2,2,4,4,6-pentamethyl-2,3,4,5-tetrahydropyrimidine), O (water). The solvent is C(C)O (ethanol). Product: CC1(NC(CC(N1)(C)C)C)C (2,2,4,4,6-pentamethyl-hexahydroprimidine). RXN SMILES: [CH3:1][C:2]1([CH3:11])[NH:7][C:6]([CH3:9])([CH3:8])[CH2:5][C:4]([CH3:10])=[N:3]1.[Na].O>C(O)C>[CH3:1][C:2]1([CH3:11])[NH:7][C:6]([CH3:9])([CH3:8])[CH2:5][CH:4]([CH3:10])[NH:3]1 |^1:11|. Procedure: A sample of 27.4 grams 2,2,4,4,6-pentamethyl-2,3,4,5-tetrahydropyrimidine was dissolved in 50 grams of ethanol. To the ethanolic solution was added 6.9 grams of sodium metal at such a rate that a temperature of 70°-80° C. was maintained. After the addition was completed, the mixture was heated for one hour at 85°-95° C. The mixture was allowed to cool to room temperature and water added to the mixture. The organic layer was extracted with toluene, the toluene extract washed with water, dried, an... Starting materials: NC=1C(=NC(=NC1)COCC1=CC=CC=C1)O (5-amino-2-(benzyloxymethyl)pyrimidin-4-ol), C1(=CC=CC=C1)C(C(=O)O)C1=CC=CC=C1 (2,2-diphenylacetic acid), CCN(C(C)C)C(C)C (DIEA), CN(C)C(=[N+](C)C)ON1C2=C(C=CC=C2)N=N1.[B-](F)(F)(F)F (TBTU), [NH4+].[Cl-] (NH4Cl). The solvent is CN(C)C=O (DMF). Run at time 8 hour. The product is product, C(C1=CC=CC=C1)OCC1=NC=C(C(=N1)O)NC(C(C1=CC=CC=C1)C1=CC=CC=C1)=O (N-(2-(benzyloxymethyl)-4-hydroxypyrimidin-5-yl)-2,2-diphenylacetamide). The yield is 74.9%. As a reaction SMILES: [NH2:1][C:2]1[C:3]([OH:17])=[N:4][C:5]([CH2:8][O:9][CH2:10][C:11]2[CH:16]=[CH:15][CH:14]=[CH:13][CH:12]=2)=[N:6][CH:7]=1.[C:18]1([CH:24]([C:28]2[CH:33]=[CH:32][CH:31]=[CH:30][CH:29]=2)[C:25](O)=[O:26])[CH:23]=[CH:22][CH:21]=[CH:20][CH:19]=1.CCN(C(C)C)C(C)C.CN(C(ON1N=NC2C=CC=CC1=2)=[N+](C)C)C.[B-](F)(F)(F)F.[NH4+].[Cl-]>CN(C=O)C>[CH2:10]([O:9][CH2:8][C:5]1[N:4]=[C:3]([OH:17])[C:2]([NH:1][C:25](=[O:26])[CH:24]([C:18]2[CH:23]=[CH:22][CH:21]=[CH:20][CH:19]=2)[C:28]2[CH:33]=[CH:32][CH:31]=[CH:30][CH:29]=2)=[CH:7][N:6]=1)[C:11]1[CH:12]=[CH:13][CH:14]=[CH:15][CH:16]=1 |f:3.4,5.6|. Procedure: A mixture of compound 3-e (1.6 g, 6.9 mmol), 2,2-diphenylacetic acid (1.47 g, 6.9 mmol), DIEA (1.8 g, 13.8 mmol), and TBTU (2.7 g, 8.28 mmol) in DMF (20 mL) was stirred at room temperature overnight. The reaction mixture was added with sat. NH4Cl (50 mL), extracted with DCM (100 mL), washed with water (50 mL) and brine ((50 mL). The organic layer was concentrated and purified by column chromatography to afford the product as a white solid, 3-f (2.2 g, 76%). 1H NMR (300 MHz, CDCl3) δ 4.45 (s, 2H)... Reactants: O=C([O-])[O-], COc1cc(N2CCN(C)CC2)ccc1N, FC(F)(F)c1cnc(Cl)cc1Nc1ccccc1-c1ncccn1, [Cs+], [Cs+], C1COCCO1, O=C(C=Cc1ccccc1)C=Cc1ccccc1, O=C(C=Cc1ccccc1)C=Cc1ccccc1, O=C(C=Cc1ccccc1)C=Cc1ccccc1, [Pd], [Pd]. As a reaction SMILES: [C:41](=[O:42])([O-:43])[O-:44].[CH3:25][O:26][c:27]1[c:28]([NH2:29])[cH:30][cH:31][c:32]([N:34]2[CH2:35][CH2:36][N:37]([CH3:40])[CH2:38][CH2:39]2)[cH:33]1.[Cl:1][c:2]1[n:3][cH:4][c:5]([C:21]([F:22])([F:23])[F:24])[c:6]([NH:8][c:9]2[c:10](-[c:15]3[n:16][cH:17][cH:18][cH:19][n:20]3)[cH:11][cH:12][cH:13][cH:14]2)[cH:7]1.[Cs+:45].[Cs+:46].[O:47]1[CH2:48][CH2:49][O:50][CH2:51][CH2:52]1.[O:55]=[C:56]([CH:57]=[CH:58][c:59]1[cH:60][cH:61][cH:62][cH:63][cH:64]1)[CH:65]=[CH:66][c:67]1[cH:68][cH:69][cH:70][cH:71][cH:72]1.[O:73]=[C:74]([CH:75]=[CH:76][c:77]1[cH:78][cH:79][cH:80][cH:81][cH:82]1)[CH:83]=[CH:84][c:85]1[cH:86][cH:87][cH:88][cH:89][cH:90]1.[O:91]=[C:92]([CH:93]=[CH:94][c:95]1[cH:96][cH:97][cH:98][cH:99][cH:100]1)[CH:101]=[CH:102][c:103]1[cH:104][cH:105][cH:106][cH:107][cH:108]1.[Pd:53].[Pd:54]>>[c:2]1([NH:29][c:28]2[c:27]([O:26][CH3:25])[cH:33][c:32]([N:34]3[CH2:35][CH2:36][N:37]([CH3:40])[CH2:38][CH2:39]3)[cH:31][cH:30]2)[n:3][cH:4][c:5]([C:21]([F:22])([F:23])[F:24])[c:6]([NH:8][c:9]2[c:10](-[c:15]3[n:16][cH:17][cH:18][cH:19][n:20]3)[cH:11][cH:12][cH:13][cH:14]2)[cH:7]1. Product: COc1cc(N2CCN(C)CC2)ccc1Nc1cc(Nc2ccccc2-c2ncccn2)c(C(F)(F)F)cn1. The reactants are COc1ccc(Cn2nc(-c3ccc(C(=O)N4CCOCC4)cc3)c3c(Oc4ccc(-c5cnc(CC6CCCCC6)n(C)c5=O)cc4F)ccnc32)cc1, O=C(O)C(F)(F)F. The product is Cn1c(CC2CCCCC2)ncc(-c2ccc(Oc3ccnc4[nH]nc(-c5ccc(C(=O)N6CCOCC6)cc5)c34)c(F)c2)c1=O. As a reaction SMILES: [CH:1]1([CH2:7][c:8]2[n:9][cH:10][c:11](-[c:16]3[cH:17][c:18]([F:55])[c:19]([O:22][c:23]4[c:24]5[c:25]([n:26][cH:27][cH:28]4)[n:29]([CH2:46][c:47]4[cH:48][cH:49][c:50]([O:51][CH3:52])[cH:53][cH:54]4)[n:30][c:31]5-[c:32]4[cH:33][cH:34][c:35]([C:38](=[O:39])[N:40]5[CH2:41][CH2:42][O:43][CH2:44][CH2:45]5)[cH:36][cH:37]4)[cH:20][cH:21]3)[c:12](=[O:15])[n:13]2[CH3:14])[CH2:2][CH2:3][CH2:4][CH2:5][CH2:6]1.[F:56][C:57]([F:58])([F:59])[C:60]([OH:61])=[O:62]>>[CH:1]1([CH2:7][c:8]2[n:9][cH:10][c:11](-[c:16]3[cH:17][c:18]([F:55])[c:19]([O:22][c:23]4[c:24]5[c:25]([n:26][cH:27][cH:28]4)[nH:29][n:30][c:31]5-[c:32]4[cH:33][cH:34][c:35]([C:38](=[O:39])[N:40]5[CH2:41][CH2:42][O:43][CH2:44][CH2:45]5)[cH:36][cH:37]4)[cH:20][cH:21]3)[c:12](=[O:15])[n:13]2[CH3:14])[CH2:2][CH2:3][CH2:4][CH2:5][CH2:6]1. Starting materials: CC=1C(=NOC1C(F)(F)F)C=1SC=CC1 (4-Methyl-3-thiophen-2-yl-5-trifluoromethyl-isoxazole), C(C)(=O)OC1=C(C(=O)Cl)C=CC=C1 (2-acetoxybenzoyl chloride). Product: CC=1C(=NOC1C(F)(F)F)C1=CC=C(S1)C(C)=O (1-{5-[4-methyl-5-(trifluoromethyl)isoxazol-3-yl]thien-2-yl}ethanone). The yield is 58.0%. Reaction SMILES: [CH3:1][C:2]1[C:3]([C:11]2[S:12][CH:13]=[CH:14][CH:15]=2)=[N:4][O:5][C:6]=1[C:7]([F:10])([F:9])[F:8].[C:16](OC1C=CC=CC=1C(Cl)=O)(=[O:18])[CH3:17]>>[CH3:1][C:2]1[C:3]([C:11]2[S:12][C:13]([C:16](=[O:18])[CH3:17])=[CH:14][CH:15]=2)=[N:4][O:5][C:6]=1[C:7]([F:8])([F:10])[F:9]. Reported procedure: Prepared from 4-Methyl-3-thiophen-2-yl-5-trifluoromethyl-isoxazole and 2-acetoxybenzoyl chloride by the method described in Example 3. Crude product was chromatographed on silica gel with EtOAc/hexanes (15 then 25%) as eluant to afford product as a tan colored solid (80 mg, 58%). 1H NMR (CDCl3) 2.39 (d, J=1.3, 3H), 3.62 (s, 3H), 7.57 (d, J=4.0, 1H), 7.74 (d, J=4.0, 1H). 19F NMR −63.1. LC/MS 7.82 min, [M+1]+276. The reactants are Cl (hydrochloric acid), NC1=NC(=NS1)C(C(=O)N[C@H]1[C@@H]2N(C(=C(CS2)C[N+](CC=2NC=C(C(C2)=O)O)(C)C)C(=O)[O-])C1=O)=NOC(C)(C)C(=O)O (7β-[2-(5-amino-1,2,4-thiadiazol-3-yl)-2-(1-carboxy-1-methylethoxyimino)acetamido]-3-[N,N-dimethyl-N-((5-hydroxy-4-oxo-1,4-dihydropyridin-2-yl)methyl}ammonio]methyl-3-cephem-4-carboxylate). The product is Cl.NC1=NC(=NS1)C(C(=O)N[C@H]1[C@@H]2N(C(=C(CS2)C[N+](CC=2NC=C(C(C2)=O)O)(C)C)C(=O)[O-])C1=O)=NOC(C)(C)C(=O)O (7β-[2-(5-amino-1,2,4-thiadiazol-3-yl)-2-(1-carboxy-1-methylethoxyimino)acetamido]-3-{N,N-dimethyl-N-{(5-hydroxy-4-oxo-1,4-dihydropyridin-2-yl)methyl}ammonio]methyl-3-cephem-4-carboxylate hydrochloride). As a reaction SMILES: [ClH:1].[NH2:2][C:3]1[S:7][N:6]=[C:5]([C:8](=[N:37][O:38][C:39]([C:42]([OH:44])=[O:43])([CH3:41])[CH3:40])[C:9]([NH:11][C@@H:12]2[C:35](=[O:36])[N:14]3[C:15]([C:32]([O-:34])=[O:33])=[C:16]([CH2:19][N+:20]([CH3:31])([CH3:30])[CH2:21][C:22]4[NH:23][CH:24]=[C:25]([OH:29])[C:26](=[O:28])[CH:27]=4)[CH2:17][S:18][C@H:13]23)=[O:10])[N:4]=1>>[ClH:1].[NH2:2][C:3]1[S:7][N:6]=[C:5]([C:8](=[N:37][O:38][C:39]([C:42]([OH:44])=[O:43])([CH3:41])[CH3:40])[C:9]([NH:11][C@@H:12]2[C:35](=[O:36])[N:14]3[C:15]([C:32]([O-:34])=[O:33])=[C:16]([CH2:19][N+:20]([CH3:30])([CH3:31])[CH2:21][C:22]4[NH:23][CH:24]=[C:25]([OH:29])[C:26](=[O:28])[CH:27]=4)[CH2:17][S:18][C@H:13]23)=[O:10])[N:4]=1 |f:2.3|. Procedure details: To 1N hydrochloric acid was added 7β-[2-(5-amino-1,2,4-thiadiazol-3-yl)-2-(1-carboxy-1-methylethoxyimino)acetamido]-3-[N,N-dimethyl-N-((5-hydroxy-4-oxo-1,4-dihydropyridin-2-yl)methyl}ammonio]methyl-3-cephem-4-carboxylate (syn isomer) (2.2 g). The mixture was stirred under ice-cooling for 3 hours. The resulting precipitate was collected by filtration, washed with a small amount of cold water and dried under reduced pressure to give 7β-[2-(5-amino-1,2,4-thiadiazol-3-yl)-2-(1-carboxy-1-methylethoxy... Reactants: C(C)C1(NC(CC(C1C)=O)(C)CC)C (2,6-diethyl-2,3,6-trimethyl piperidin-4-one), [OH-].[Na+] (sodium hydroxide), [BH4-].[Na+] (sodium borohydride). The solvent is C(C)O (ethanol). Conditions: time 8 hour. Yields the product C(C)C1(NC(CC(C1C)O)(C)CC)C (2,6-diethyl-2,3,6-trimethyl piperidin-4-ol). Isolated yield 94.0%. Reaction SMILES: [CH2:1]([C:3]1([CH3:14])[CH:8]([CH3:9])[C:7](=[O:10])[CH2:6][C:5]([CH2:12][CH3:13])([CH3:11])[NH:4]1)[CH3:2].[OH-].[Na+].[BH4-].[Na+]>C(O)C>[CH2:1]([C:3]1([CH3:14])[CH:8]([CH3:9])[CH:7]([OH:10])[CH2:6][C:5]([CH2:12][CH3:13])([CH3:11])[NH:4]1)[CH3:2] |f:1.2,3.4|. Procedure: In a 2-liter, 3-necked flask equipped with a stirrer, condenser, thermometer and nitrogen inlet were placed 197.3 g (1.0 moles) of 2,6-diethyl-2,3,6-trimethyl piperidin-4-one, 500 ml of 2N sodium hydroxide and 500 ml of absolute ethanol. To the stirred reaction mixture, maintained under nitrogen, was added portionwise 18.92 m (0.5 moles) of sodium borohydride over a 11/2 hour period. The reaction mixture was then stirred overnight at room temperature. The reaction mixture was decanted into a 4-l...